Task: describe an organic reaction: reactants, conditions, products, and yield. Dataset: the Open Reaction Database (ORD), a public repository of structured organic reaction records The reactants are BrC=1C=CC2=C(C(CCCN2CCC)=O)C1 (7-bromo-1-propyl-2,3,4,5-tetrahydro-1H-1-benzazepine-5-one), B(OC1=CC=C(C=C1)OCCOCCCC)([O-])[O-] (4-(2-butoxyethoxy)phenyl borate), C([O-])([O-])=O.[K+].[K+] (potassium carbonate). Reagents/catalysts: C=1C=CC(=CC1)[P](C=2C=CC=CC2)(C=3C=CC=CC3)[Pd]([P](C=4C=CC=CC4)(C=5C=CC=CC5)C=6C=CC=CC6)([P](C=7C=CC=CC7)(C=8C=CC=CC8)C=9C=CC=CC9)[P](C=1C=CC=CC1)(C=1C=CC=CC1)C=1C=CC=CC1 (tetrakistriphenylphosphinepalladium). Run in C=1(C(=CC=CC1)CCO)C.O (toluene-ethanol water). Conditions: time 1 hour. Product: C(CCC)OCCOC1=CC=C(C=C1)C=1C=CC2=C(C(CCCN2CCC)=O)C1 (7-[4-(2-butoxyethoxy)phenyl]-1-propyl-2,3,4,5-tetrahydro-1H-1-benzazepine-5-one). Yield: 86.6%. RXN SMILES: Br[C:2]1[CH:3]=[CH:4][C:5]2[N:11]([CH2:12][CH2:13][CH3:14])[CH2:10][CH2:9][CH2:8][C:7](=[O:15])[C:6]=2[CH:16]=1.B([O-])([O-])O[C:19]1[CH:24]=[CH:23][C:22]([O:25][CH2:26][CH2:27][O:28][CH2:29][CH2:30][CH2:31][CH3:32])=[CH:21][CH:20]=1.C(=O)([O-])[O-].[K+].[K+]>C1(C)C(CCO)=CC=CC=1.O.C1C=CC([P]([Pd]([P](C2C=CC=CC=2)(C2C=CC=CC=2)C2C=CC=CC=2)([P](C2C=CC=CC=2)(C2C=CC=CC=2)C2C=CC=CC=2)[P](C2C=CC=CC=2)(C2C=CC=CC=2)C2C=CC=CC=2)(C2C=CC=CC=2)C2C=CC=CC=2)=CC=1>[CH2:29]([O:28][CH2:27][CH2:26][O:25][C:22]1[CH:21]=[CH:20][C:19]([C:2]2[CH:3]=[CH:4][C:5]3[N:11]([CH2:12][CH2:13][CH3:14])[CH2:10][CH2:9][CH2:8][C:7](=[O:15])[C:6]=3[CH:16]=2)=[CH:24][CH:23]=1)[CH2:30][CH2:31][CH3:32] |f:2.3.4,5.6,^1:55,57,76,95|. Procedure details: A mixture of 7-bromo-1-propyl-2,3,4,5-tetrahydro-1H-1-benzazepine-5-one (5.89 g), 4-(2-butoxyethoxy)phenyl borate (5.45 g) and potassium carbonate (5.74 g) in toluene-ethanol-water (200-20-20 ml) was stirred at room temperature for 1 hour under argon atmosphere. To the reaction system was added tetrakistriphenylphosphinepalladium (0.72 g), and the mixture was heated to reflux for 3 hours. After cooled to room temperature, the mixture was extracted with ethyl acetate. The organic layer was washed... Starting materials: O=C(O)C(=O)O, C=O, O=CO, CCC(NCCCn1ccnc1)c1ccc(Cl)cc1. Product: CCC(c1ccc(Cl)cc1)N(C)CCCn1ccnc1. Reaction SMILES: [C:1]([OH:2])(=[O:3])[C:4]([OH:5])=[O:6].[CH2:26]=[O:27].[CH:28]([OH:29])=[O:30].[Cl:7][c:8]1[cH:9][cH:10][c:11]([CH:14]([CH2:15][CH3:16])[NH:17][CH2:18][CH2:19][CH2:20][n:21]2[cH:22][n:23][cH:24][cH:25]2)[cH:12][cH:13]1>>[CH3:1][N:17]([CH:14]([c:11]1[cH:10][cH:9][c:8]([Cl:7])[cH:13][cH:12]1)[CH2:15][CH3:16])[CH2:18][CH2:19][CH2:20][n:21]1[cH:22][n:23][cH:24][cH:25]1. Starting materials: COC=1C=C(CN2C(C(CC2)(CC2=CC=C(C=C2)OC)CCN2CCC(CC2)NC2=NC3=C(N2CCOCC)C=CC=C3)=O)C=C(C1OC)OC (1-(3,4,5-trimethoxybenzyl)-3-(2-(4-(1-(2-ethoxyethyl)-1H-benzimidazol-2-yl-amino)piperidin-1-yl)ethyl)-3-(4-methoxyphenylmethyl)-2-oxopyrrolidine), C(C)(=O)OCC (ethyl acetate), CS(=O)(=O)O (methanesulfonic acid). Run in C(C)OCC (diethyl ether). Run at time 1 hour. Product: CS(=O)(=O)O.COC=1C=C(CN2C(C(CC2)(CC2=CC=C(C=C2)OC)CCN2CCC(CC2)NC2=NC3=C(N2CCOCC)C=CC=C3)=O)C=C(C1OC)OC (1-(3,4,5-trimethoxybenzyl)-3-(2-(4-(1-(2-ethoxyethyl)-1H-benzimidazol-2-yl-amino)piperidin-1-yl)ethyl)-3-(4-methoxyphenylmethyl)-2-oxopyrrolidine Methanesulfonic Acid Salt). As a reaction SMILES: [CH3:1][O:2][C:3]1[CH:4]=[C:5]([CH:45]=[C:46]([O:50][CH3:51])[C:47]=1[O:48][CH3:49])[CH2:6][N:7]1[CH2:11][CH2:10][C:9]([CH2:21][CH2:22][N:23]2[CH2:28][CH2:27][CH:26]([NH:29][C:30]3[N:34]([CH2:35][CH2:36][O:37][CH2:38][CH3:39])[C:33]4[CH:40]=[CH:41][CH:42]=[CH:43][C:32]=4[N:31]=3)[CH2:25][CH2:24]2)([CH2:12][C:13]2[CH:18]=[CH:17][C:16]([O:19][CH3:20])=[CH:15][CH:14]=2)[C:8]1=[O:44].C(OCC)(=O)C.[CH3:58][S:59]([OH:62])(=[O:61])=[O:60]>C(OCC)C>[CH3:58][S:59]([OH:62])(=[O:61])=[O:60].[CH3:1][O:2][C:3]1[CH:4]=[C:5]([CH:45]=[C:46]([O:50][CH3:51])[C:47]=1[O:48][CH3:49])[CH2:6][N:7]1[CH2:11][CH2:10][C:9]([CH2:21][CH2:22][N:23]2[CH2:28][CH2:27][CH:26]([NH:29][C:30]3[N:34]([CH2:35][CH2:36][O:37][CH2:38][CH3:39])[C:33]4[CH:40]=[CH:41][CH:42]=[CH:43][C:32]=4[N:31]=3)[CH2:25][CH2:24]2)([CH2:12][C:13]2[CH:18]=[CH:17][C:16]([O:19][CH3:20])=[CH:15][CH:14]=2)[C:8]1=[O:44] |f:4.5|. Reported procedure: Combine 1-(3,4,5-trimethoxybenzyl)-3-(2-(4-(1-(2-ethoxyethyl)-1H-benzimidazol-2-yl-amino)piperidin-1-yl)ethyl)-3-(4-methoxyphenylmethyl)-2-oxopyrrolidine (0.81 g, 1.16 mmol) and ethyl acetate. Add methanesulfonic acid (0.23 g, 2.44 mmol) and heat to reflux. After 1 hour, cool to ambient temperature. After 18 hours, add diethyl ether (100 mL) and stir to give a solid. Decant the supernatant, collect the solid, and dry to give the title compound: mp: 222-224° C. The reactants are CC(C)(C)[SiH2]OC(C)(C)c1cncn1C1c2ccccc2C(O)C1(C)C, C1COCCO1. The product is CC(C)(C)[SiH2]OC(C)(C)c1cncn1C1c2ccccc2C(=O)C1(C)C. Reaction SMILES: [C:1]([CH3:2])([CH3:3])([CH3:4])[SiH2:5][O:6][C:7]([c:8]1[cH:9][n:10][cH:11][n:12]1[CH:13]1[C:14]([CH3:23])([CH3:24])[CH:15]([OH:22])[c:16]2[cH:17][cH:18][cH:19][cH:20][c:21]21)([CH3:25])[CH3:26].[CH2:27]1[O:28][CH2:29][CH2:30][O:31][CH2:32]1>>[C:1]([CH3:2])([CH3:3])([CH3:4])[SiH2:5][O:6][C:7]([c:8]1[cH:9][n:10][cH:11][n:12]1[CH:13]1[C:14]([CH3:23])([CH3:24])[C:15](=[O:22])[c:16]2[cH:17][cH:18][cH:19][cH:20][c:21]21)([CH3:25])[CH3:26]. Reactants: NCC1=CC=C(C(=O)OC)C=C1 (methyl 4-(aminomethyl)benzoate), TEA, ClC1=CC=C(C(=O)Cl)C=C1 (4-chloro benzoyl chloride). The solvent is C(Cl)Cl (DCM), C(Cl)Cl (DCM). Conditions: time 12 hour. Yields the product ClC1=CC=C(C(=O)NCC2=CC=C(C(=O)OC)C=C2)C=C1 (methyl 4-{[(4-chlorobenzoyl)amino]methyl}benzoate). Yield: 57.3%. RXN SMILES: [NH2:1][CH2:2][C:3]1[CH:12]=[CH:11][C:6]([C:7]([O:9][CH3:10])=[O:8])=[CH:5][CH:4]=1.[Cl:13][C:14]1[CH:22]=[CH:21][C:17]([C:18](Cl)=[O:19])=[CH:16][CH:15]=1>C(Cl)Cl>[Cl:13][C:14]1[CH:22]=[CH:21][C:17]([C:18]([NH:1][CH2:2][C:3]2[CH:4]=[CH:5][C:6]([C:7]([O:9][CH3:10])=[O:8])=[CH:11][CH:12]=2)=[O:19])=[CH:16][CH:15]=1. Reported procedure: To a stirred solution of methyl 4-(aminomethyl)benzoate (75 g, 0.46 mol) and TEA (315 mL, 2.27 mol) in anhydrous DCM (1.5 L) was added a solution of freshly prepared 4-chloro benzoyl chloride (0.91 mol) in DCM (400 mL). The resulting mixture was allowed to stir for 12 hrs. The reaction was quenched with a 10% aqueous solution of sodium hydrogenocarbonate. The organic layer was washed with a 1.5N HCl solution and water. After drying over MgSO4 and evaporation of the solvent in vacuo, a solid was ... Reactants: C(Cl)(Cl)Cl (chloroform), SC=1NC2=C(N1)C=C(C(=C2)C)C (2-mercapto-5,6-dimethylbenzimidazole), Cl.Cl.CN1CCN(CC1)CCCCl (3-(4-methylpyperazino)propylchloride dihydrochloride), [OH-].[Na+] (sodium hydroxide). The solvent is CCCCCC (hexane). The product is trihydrochloride, CN1CCN(CC1)CCCSC=1NC2=C(N1)C=C(C(=C2)C)C (2-[3-(4-Methylpyperazino)propylthio]-5,6-dimethylbenzimidazole). Isolated yield 0.1%. As a reaction SMILES: [SH:1][C:2]1[NH:3][C:4]2[CH:10]=[C:9]([CH3:11])[C:8]([CH3:12])=[CH:7][C:5]=2[N:6]=1.Cl.Cl.[CH3:15][N:16]1[CH2:21][CH2:20][N:19]([CH2:22][CH2:23][CH2:24]Cl)[CH2:18][CH2:17]1.[OH-].[Na+].C(Cl)(Cl)Cl>CCCCCC>[CH3:15][N:16]1[CH2:21][CH2:20][N:19]([CH2:22][CH2:23][CH2:24][S:1][C:2]2[NH:6][C:5]3[CH:7]=[C:8]([CH3:12])[C:9]([CH3:11])=[CH:10][C:4]=3[N:3]=2)[CH2:18][CH2:17]1 |f:1.2.3,4.5|. Reported procedure: 2-[3-(4-Methylpyperazino)propylthio]-5,6-dimethylbenzimidazole (XVII) and its trihydrochloride were synthesized as described above. The reaction of 2,8 g (0,010 mol) 2-mercapto-5,6-dimethylbenzimidazole and 3,74 g (0,015 mol) 3-(4-methylpyperazino)propylchloride dihydrochloride in the presence 1,32 g (0,033 mol) sodium hydroxide gave in 79% yield (2,5 g) compound XVII, m.p. 116-118° C. (with decomp., from chloroform with hexane). 1H NMR (CDCl3), δ: 1,95 (2H, m, CH2CH2CH2); 2,31 (6H, s, 2CH3); 2,...